Dataset: the Open Reaction Database (ORD), a public repository of structured organic reaction records. Task: describe an organic reaction: reactants, conditions, products, and yield Reactants: OC1=C(C(C2=CC=CC=C2C1=O)=O)C(=O)OCC (ethyl 3-hydroxy-1,4-dihydro1,4-dioxo-2-naphthoate), N,N'-carbonyldiimidazole, NC1=CC(=C(C(=O)OC)C=C1N)OCC (methyl 4,5-diamino-2-ethoxybenzoate), C(C)O (ethanol). Product: C(C)OC=1C(=CC2=NC3=C(C(=C4C(=C3N=C2C1)C=CC=C4)O)C(=O)OCC)C(=O)OC (Ethyl 10-ethoxy-5-hydroxy-9-methoxycarbonylbenzo[α]- phenazine-6-carboxylate). Run at time 2 hour. Procedure: To a solution of 895 mg of ethyl 3-hydroxy-1,4-dihydro1,4-dioxo-2-naphthoate in 10 ml of N,N-dimethylformamide was added 620 mg of N,N'-carbonyldiimidazole, and the mixture was stirred at room temperature for 2 hours. To the mixture was added the crude methyl 4,5-diamino-2-ethoxybenzoate in 10 ml of N,N-dimethyl-formamide under ice cooling, and the mixture was stirred at room temperature overnight. To the reaction solution was added 200 ml of ethanol, and then the resulting precipitate was colle... Reaction SMILES: O[C:2]1[C:11](=O)[C:10]2[C:5](=[CH:6][CH:7]=[CH:8][CH:9]=2)[C:4](=[O:13])[C:3]=1[C:14]([O:16][CH2:17][CH3:18])=[O:15].[NH2:19][C:20]1[C:29]([NH2:30])=[CH:28][C:23]([C:24]([O:26][CH3:27])=[O:25])=[C:22]([O:31][CH2:32][CH3:33])[CH:21]=1.C(O)C>CN(C)C=O>[CH2:32]([O:31][C:22]1[C:23]([C:24]([O:26][CH3:27])=[O:25])=[CH:28][C:29]2[C:20]([CH:21]=1)=[N:19][C:11]1[C:2](=[C:3]([C:14]([O:16][CH2:17][CH3:18])=[O:15])[C:4]([OH:13])=[C:5]3[CH:6]=[CH:7][CH:8]=[CH:9][C:10]3=1)[N:30]=2)[CH3:33]. Run in CN(C=O)C (N,N-dimethylformamide), CN(C=O)C (N,N-dimethyl-formamide). Starting materials: ClC(c1ccccc1)(c1ccccc1)c1ccccc1, ClCCl, O, COC(=O)CC(O)CO, c1ccncc1. Product: COC(=O)CC(O)COC(c1ccccc1)(c1ccccc1)c1ccccc1. As a reaction SMILES: [C:19]([c:20]1[cH:21][cH:22][cH:23][cH:24][cH:25]1)([c:26]1[cH:27][cH:28][cH:29][cH:30][cH:31]1)([c:32]1[cH:33][cH:34][cH:35][cH:36][cH:37]1)[Cl:38].[Cl:10][CH2:11][Cl:12].[OH2:39].[OH:1][CH:2]([CH2:3][C:4](=[O:5])[O:6][CH3:7])[CH2:8][OH:9].[cH:13]1[cH:14][cH:15][n:16][cH:17][cH:18]1>>[OH:1][CH:2]([CH2:3][C:4](=[O:5])[O:6][CH3:7])[CH2:8][O:9][C:19]([c:20]1[cH:21][cH:22][cH:23][cH:24][cH:25]1)([c:26]1[cH:27][cH:28][cH:29][cH:30][cH:31]1)[c:32]1[cH:33][cH:34][cH:35][cH:36][cH:37]1. The reactants are CC(C)(NC(=O)c1cc(Cl)cc(Cl)c1)C(=O)CBr, CC(C)=O, [K], O, c1nc[nH]n1. The product is CC(C)(NC(=O)c1cc(Cl)cc(Cl)c1)C(=O)Cc1nc[nH]n1. RXN SMILES: [Br:1][CH2:2][C:3]([C:4]([CH3:5])([CH3:6])[NH:7][C:8]([c:9]1[cH:10][c:11]([Cl:16])[cH:12][c:13]([Cl:15])[cH:14]1)=[O:17])=[O:18].[CH3:26][C:27](=[O:28])[CH3:29].[K:19].[OH2:25].[nH:20]1[n:21][cH:22][n:23][cH:24]1>>[CH2:2]([C:3]([C:4]([CH3:5])([CH3:6])[NH:7][C:8]([c:9]1[cH:10][c:11]([Cl:16])[cH:12][c:13]([Cl:15])[cH:14]1)=[O:17])=[O:18])[c:24]1[n:20][nH:21][cH:22][n:23]1. Product: CC(C)(C)OC(=O)N1CCC(O[Si](c2ccccc2)(c2ccccc2)C(C)(C)C)CC1. RXN SMILES: [C:20]([CH3:21])([CH3:22])([CH3:23])[Si:24]([c:25]1[cH:26][cH:27][cH:28][cH:29][cH:30]1)([c:31]1[cH:32][cH:33][cH:34][cH:35][cH:36]1)[Cl:37].[O:39]=[CH:40][N:41]([CH3:42])[CH3:43].[OH2:38].[OH:1][CH:2]1[CH2:3][CH2:4][N:5]([C:8](=[O:9])[O:10][C:11]([CH3:12])([CH3:13])[CH3:14])[CH2:6][CH2:7]1.[nH:15]1[cH:16][cH:17][n:18][cH:19]1>>[O:1]([CH:2]1[CH2:3][CH2:4][N:5]([C:8](=[O:9])[O:10][C:11]([CH3:12])([CH3:13])[CH3:14])[CH2:6][CH2:7]1)[Si:24]([C:20]([CH3:21])([CH3:22])[CH3:23])([c:25]1[cH:26][cH:27][cH:28][cH:29][cH:30]1)[c:31]1[cH:32][cH:33][cH:34][cH:35][cH:36]1. Reactants: CC(C)(C)[Si](Cl)(c1ccccc1)c1ccccc1, CN(C)C=O, O, CC(C)(C)OC(=O)N1CCC(O)CC1, c1c[nH]cn1. Starting materials: CCP(CC)CC, CC(C)=O, O, N#CSc1cc(-c2ccccc2)c(O)c(-c2ccccc2)c1. Yields the product Oc1c(-c2ccccc2)cc(S)cc1-c1ccccc1. As a reaction SMILES: [CH2:23]([P:24]([CH2:25][CH3:26])[CH2:27][CH3:28])[CH3:29].[CH3:30][C:31](=[O:32])[CH3:33].[OH2:34].[OH:1][c:2]1[c:3](-[c:17]2[cH:18][cH:19][cH:20][cH:21][cH:22]2)[cH:4][c:5]([S:14][C:15]#[N:16])[cH:6][c:7]1-[c:8]1[cH:9][cH:10][cH:11][cH:12][cH:13]1>>[OH:1][c:2]1[c:3](-[c:17]2[cH:18][cH:19][cH:20][cH:21][cH:22]2)[cH:4][c:5]([SH:14])[cH:6][c:7]1-[c:8]1[cH:9][cH:10][cH:11][cH:12][cH:13]1. The reactants are O=C(Cl)CCBr, O=C([O-])[O-], Cc1cn(C)c2c1Nc1ccccc1NC2=O, [K+], [K+], C1COCCO1, O. As a reaction SMILES: [Br:1][CH2:2][CH2:3][C:4](=[O:5])[Cl:6].[C:24](=[O:25])([O-:26])[O-:27].[CH3:7][n:8]1[cH:9][c:10]([CH3:23])[c:11]2[c:17]1[C:16](=[O:18])[NH:15][c:14]1[c:13]([cH:22][cH:21][cH:20][cH:19]1)[NH:12]2.[K+:28].[K+:29].[O:31]1[CH2:32][CH2:33][O:34][CH2:35][CH2:36]1.[OH2:30]>>[Br:1][CH2:2][CH2:3][C:4](=[O:5])[N:12]1[c:11]2[c:10]([CH3:23])[cH:9][n:8]([CH3:7])[c:17]2[C:16](=[O:18])[NH:15][c:14]2[c:13]1[cH:22][cH:21][cH:20][cH:19]2. Product: Cc1cn(C)c2c1N(C(=O)CCBr)c1ccccc1NC2=O.